Dataset: the Open Reaction Database (ORD), a public repository of structured organic reaction records. Task: describe an organic reaction: reactants, conditions, products, and yield The reactants are BrC=1C=C2C(=C(C(=NC2=CC1)C)S(=O)(=O)C)Cl (6-Bromo-4-chloro-3-methanesulfonyl-2-methyl-quinoline), compound, N1CCOCC1 (morpholine), C(C)(C)N(C(C)C)CC (N,N-diisopropyl ethyl amine). The solvent is CN(C=O)C (N,N-dimethylformamide). Run at temperature 80 celsius. The product is BrC=1C=C2C(=C(C(=NC2=CC1)C)S(=O)(=O)C)N1CCOCC1 (6-Bromo-3-methanesulfonyl-2-methyl-4-morpholin-4-yl-quinoline). Isolated yield 81.5%. RXN SMILES: [Br:1][C:2]1[CH:3]=[C:4]2[C:9](=[CH:10][CH:11]=1)[N:8]=[C:7]([CH3:12])[C:6]([S:13]([CH3:16])(=[O:15])=[O:14])=[C:5]2Cl.[NH:18]1[CH2:23][CH2:22][O:21][CH2:20][CH2:19]1.C(N(CC)C(C)C)(C)C>CN(C)C=O>[Br:1][C:2]1[CH:3]=[C:4]2[C:9](=[CH:10][CH:11]=1)[N:8]=[C:7]([CH3:12])[C:6]([S:13]([CH3:16])(=[O:15])=[O:14])=[C:5]2[N:18]1[CH2:23][CH2:22][O:21][CH2:20][CH2:19]1. Procedure details: 6-Bromo-4-chloro-3-methanesulfonyl-2-methyl-quinoline (compound of example D.1) (11.5 g, 34.4 mmol), morpholine (3.3 mL, 37.8 mmol) and N,N-diisopropyl ethyl amine (6.5 mL, 37.8 mmol) were heated at 100° C. in dry N,N-dimethylformamide (10 mL) for 30 min. The reaction mixture was evaporated to dryness, and the residue extracted with dichloromethane, 10% Na2CO3 and sat. NaCl. The crude product was stirred and heated at 80° C. in ethyl acetate (80 mL) for 10 min, the resulting suspension was coole... The reactants are BrC=1C=2N(N=C(C1)C1=CC=C(C(=O)OC)C=C1)C=CN2 (methyl 4-(8-bromoimidazo[1,2-b]pyridazin-6-yl)benzoate), CC1N(CCC1)C1=CC=CC(=N1)N (6-(2-methylpyrrolidin-1-yl)pyridin-2-amine), C=1C=CC(=CC1)P(C=2C=CC=CC2)C3=CC=C4C=CC=CC4=C3C5=C6C=CC=CC6=CC=C5P(C=7C=CC=CC7)C=8C=CC=CC8 (BINAP), C(=O)([O-])[O-].[Cs+].[Cs+] (Cs2CO3). Reagents/catalysts: C=1C=CC(=CC1)/C=C/C(=O)/C=C/C2=CC=CC=C2.C=1C=CC(=CC1)/C=C/C(=O)/C=C/C2=CC=CC=C2.C=1C=CC(=CC1)/C=C/C(=O)/C=C/C2=CC=CC=C2.[Pd].[Pd] (Pd2(dba)3). Run in O1CCOCC1 (dioxane). Run at temperature 100 celsius, time 16 hour. Yields the product CC1N(CCC1)C1=CC=CC(=N1)NC=1C=2N(N=C(C1)C1=CC=C(C(=O)OC)C=C1)C=CN2 (methyl 4-(8-(6-(2-methylpyrrolidin-1-yl)pyridin-2-ylamino)imidazo [1,2-b]pyridazin-6-yl)benzoate). The yield is 44.5%. As a reaction SMILES: Br[C:2]1[C:3]2[N:4]([CH:18]=[CH:19][N:20]=2)[N:5]=[C:6]([C:8]2[CH:17]=[CH:16][C:11]([C:12]([O:14][CH3:15])=[O:13])=[CH:10][CH:9]=2)[CH:7]=1.[CH3:21][CH:22]1[CH2:26][CH2:25][CH2:24][N:23]1[C:27]1[N:32]=[C:31]([NH2:33])[CH:30]=[CH:29][CH:28]=1.C1C=CC(P(C2C(C3C(P(C4C=CC=CC=4)C4C=CC=CC=4)=CC=C4C=3C=CC=C4)=C3C(C=CC=C3)=CC=2)C2C=CC=CC=2)=CC=1.C([O-])([O-])=O.[Cs+].[Cs+]>C1C=CC(/C=C/C(/C=C/C2C=CC=CC=2)=O)=CC=1.C1C=CC(/C=C/C(/C=C/C2C=CC=CC=2)=O)=CC=1.C1C=CC(/C=C/C(/C=C/C2C=CC=CC=2)=O)=CC=1.[Pd].[Pd].O1CCOCC1>[CH3:21][CH:22]1[CH2:26][CH2:25][CH2:24][N:23]1[C:27]1[N:32]=[C:31]([NH:33][C:2]2[C:3]3[N:4]([CH:18]=[CH:19][N:20]=3)[N:5]=[C:6]([C:8]3[CH:17]=[CH:16][C:11]([C:12]([O:14][CH3:15])=[O:13])=[CH:10][CH:9]=3)[CH:7]=2)[CH:30]=[CH:29][CH:28]=1 |f:3.4.5,6.7.8.9.10|. Reported procedure: A mixture of methyl 4-(8-bromoimidazo[1,2-b]pyridazin-6-yl)benzoate (208 mg, 0.63 mmol), 6-(2-methylpyrrolidin-1-yl)pyridin-2-amine (168 mg, 0.95 mmol), Pd2(dba)3 (37 mg, 0.063 mmol), BINAP (157 mg, 0.252 mmol), Cs2CO3 (616 mg, 1.89 mmol) and dioxane (10 mL) was heated to 100° C. with stirring for 16 h under N2. The solvent was removed in vacuo and the resulting mixture was purified by chromatography (silica gel, 200-300 mesh, CH2Cl2:MeOH=30:1) to give methyl 4-(8-(6-(2-methylpyrrolidin-1-yl)pyr... Starting materials: O=[N+]([O-])c1cc(O)cc(Br)c1, O=C([O-])C(F)(F)Cl, [Na+], [Na+], CN(C)C=O, [OH-]. The product is O=[N+]([O-])c1cc(Br)cc(OC(F)F)c1. As a reaction SMILES: [Br:1][c:2]1[cH:3][c:4]([OH:11])[cH:5][c:6]([N+:8](=[O:9])[O-:10])[cH:7]1.[Cl:14][C:15]([C:16]([O-:17])=[O:18])([F:19])[F:20].[Na+:13].[Na+:21].[O:22]=[CH:23][N:24]([CH3:25])[CH3:26].[OH-:12]>>[Br:1][c:2]1[cH:3][c:4]([O:11][CH:15]([F:19])[F:20])[cH:5][c:6]([N+:8](=[O:9])[O-:10])[cH:7]1. Starting materials: BrC=1C=CC2=C(C=C(CCN2C=O)C(=O)OC)C1 (methyl 7-bromo-1-formyl-2,3-dihydro-1H-1-benzazepine-4-carboxylate), B(OC1=CC=C(C=C1)N(CCOCCC)CC)([O-])[O-] (4-[N-ethyl-N-(2-propoxyethyl)amino]phenyl borate), C([O-])([O-])=O.[K+].[K+] (potassium carbonate), C(C)O (ethanol). The reagents and catalysts are C=1C=CC(=CC1)[P](C=2C=CC=CC2)(C=3C=CC=CC3)[Pd]([P](C=4C=CC=CC4)(C=5C=CC=CC5)C=6C=CC=CC6)([P](C=7C=CC=CC7)(C=8C=CC=CC8)C=9C=CC=CC9)[P](C=1C=CC=CC1)(C=1C=CC=CC1)C=1C=CC=CC1 (tetrakis(triphenylphosphine)palladium). Solvent: C1(=CC=CC=C1)C (toluene). Reaction conditions: time 30 minute. The product is C(C)N(CCOCCC)C1=CC=C(C=C1)C=1C=CC2=C(C=C(CCN2C=O)C(=O)OC)C1 (methyl 7-[4-[N-ethyl-N-(2-propoxyethyl)amino]phenyl]-1-formyl-2,3-dihydro-1H-1-benzazepine-4-carboxylate). Yield: 88.1%. Reaction SMILES: Br[C:2]1[CH:3]=[CH:4][C:5]2[N:11]([CH:12]=[O:13])[CH2:10][CH2:9][C:8]([C:14]([O:16][CH3:17])=[O:15])=[CH:7][C:6]=2[CH:18]=1.B([O-])([O-])O[C:21]1[CH:26]=[CH:25][C:24]([N:27]([CH2:34][CH3:35])[CH2:28][CH2:29][O:30][CH2:31][CH2:32][CH3:33])=[CH:23][CH:22]=1.C(=O)([O-])[O-].[K+].[K+].C(O)C>C1C=CC([P]([Pd]([P](C2C=CC=CC=2)(C2C=CC=CC=2)C2C=CC=CC=2)([P](C2C=CC=CC=2)(C2C=CC=CC=2)C2C=CC=CC=2)[P](C2C=CC=CC=2)(C2C=CC=CC=2)C2C=CC=CC=2)(C2C=CC=CC=2)C2C=CC=CC=2)=CC=1.C1(C)C=CC=CC=1>[CH2:34]([N:27]([C:24]1[CH:23]=[CH:22][C:21]([C:2]2[CH:3]=[CH:4][C:5]3[N:11]([CH:12]=[O:13])[CH2:10][CH2:9][C:8]([C:14]([O:16][CH3:17])=[O:15])=[CH:7][C:6]=3[CH:18]=2)=[CH:26][CH:25]=1)[CH2:28][CH2:29][O:30][CH2:31][CH2:32][CH3:33])[CH3:35] |f:2.3.4,^1:50,52,71,90|. Procedure: A mixture of methyl 7-bromo-1-formyl-2,3-dihydro-1H-1-benzazepine-4-carboxylate (0.25 g), 4-[N-ethyl-N-(2-propoxyethyl)amino]phenyl borate (0.3 g), 1M potassium carbonate solution (2.5 ml), ethanol (2.5 ml) and toluene (25 ml) was stirred under argon atmosphere at room temperature for 30 minutes. To the mixture was added tetrakis(triphenylphosphine)palladium (0.04 g), and the mixture was refluxed overnight under argon atmosphere and extracted with ethyl acetate. The organic layer was washed with...